This data is from the Open Reaction Database (ORD), a public repository of structured organic reaction records. The task is: describe an organic reaction: reactants, conditions, products, and yield Procedure details: To a 250 mL round bottom flask, was added 5.52 g of benzophenone (1 eq), 8.46 g of glycine ethyl ester hydrochloride (1, 2 eq), 67 mL of toluene, and a trace amount of BF3.Et2O. The slurry was heated to reflux (112˜113° C.). Tributylamine (11.2 g) was then added dropwise over 120 min. The reaction mixture was stirred at reflux (114–116° C.) until the area percent (AP) of benzophenone <9.0% by HPLC (22–29 h). The reaction mixture was cooled to 15–25° C. and water (35 mL) was added. After phase se... Product: C(C)OC(CN=C(C1=CC=CC=C1)C1=CC=CC=C1)=O (N-(diphenylmethylene)glycine ethyl ester). Reaction SMILES: [C:1]([C:9]1[CH:14]=[CH:13][CH:12]=[CH:11][CH:10]=1)(=O)[C:2]1[CH:7]=[CH:6][CH:5]=[CH:4][CH:3]=1.Cl.[CH2:16]([O:18][C:19](=[O:22])[CH2:20][NH2:21])[CH3:17].B(F)(F)F.CCOCC.C(N(CCCC)CCCC)CCC>O.C1(C)C=CC=CC=1>[CH2:16]([O:18][C:19](=[O:22])[CH2:20][N:21]=[C:1]([C:9]1[CH:14]=[CH:13][CH:12]=[CH:11][CH:10]=1)[C:2]1[CH:7]=[CH:6][CH:5]=[CH:4][CH:3]=1)[CH3:17] |f:1.2,3.4|. Run at temperature 20 celsius. Starting materials: C(C1=CC=CC=C1)(=O)C1=CC=CC=C1 (benzophenone), Cl.C(C)OC(CN)=O (glycine ethyl ester hydrochloride), C(CCC)N(CCCC)CCCC (Tributylamine), C(C1=CC=CC=C1)(=O)C1=CC=CC=C1 (benzophenone), B(F)(F)F.CCOCC (BF3.Et2O). The solvent is C1(=CC=CC=C1)C (toluene), O (water).